This data is from the Open Reaction Database (ORD), a public repository of structured organic reaction records. The task is: describe an organic reaction: reactants, conditions, products, and yield Starting materials: CCCNCCC, O=C1c2c(Cl)cccc2-n2cnc(-c3nc(CCl)cs3)c2C2CCCN12, C1CCOC1. The product is CCCN(CCC)Cc1csc(-c2ncn3c2C2CCCN2C(=O)c2c(Cl)cccc2-3)n1. Reaction SMILES: [CH2:27]([CH2:28][CH3:29])[NH:30][CH2:31][CH2:32][CH3:33].[Cl:1][c:2]1[cH:3][cH:4][cH:5][c:6]2[c:7]1[C:8](=[O:26])[N:9]1[CH:10]([c:11]3[n:12]-2[cH:13][n:14][c:15]3-[c:16]2[s:17][cH:18][c:19]([CH2:21][Cl:22])[n:20]2)[CH2:23][CH2:24][CH2:25]1.[O:34]1[CH2:35][CH2:36][CH2:37][CH2:38]1>>[Cl:1][c:2]1[cH:3][cH:4][cH:5][c:6]2[c:7]1[C:8](=[O:26])[N:9]1[CH:10]([c:11]3[n:12]-2[cH:13][n:14][c:15]3-[c:16]2[s:17][cH:18][c:19]([CH2:21][N:30]([CH2:27][CH2:28][CH3:29])[CH2:31][CH2:32][CH3:33])[n:20]2)[CH2:23][CH2:24][CH2:25]1.